From a dataset of the Open Reaction Database (ORD), a public repository of structured organic reaction records. describe an organic reaction: reactants, conditions, products, and yield Reactants: C(CC)C1=NC2=C(N1CC1=CC=C(C=C1)C1=C(C=CC=C1)C=1N=NN(N1)C(C1=CC=CC=C1)(C1=CC=CC=C1)C1=CC=CC=C1)C=C(C=C2C)C=2N=C(OC2)C (4'-[(2-n-propyl-4-methyl-6-(2-methyl-oxazol-4-yl)-benzimidazol-1-yl)-methyl]-2-(2-triphenylmethyl-tetrazol-5-yl)-biphenyl), [N-]=[N+]=[N-].[Na+] (sodium azide). The solvent is CN(C=O)C (dimethylformamide). Yields the product C(CC)C1=NC2=C(N1CC1=CC=C(C=C1)C1=C(C=CC=C1)C1=NN=NN1)C=C(C=C2C)C=2N=C(OC2)C (4'-[(2-n-Propyl-4-methyl-6-(2-methyl-oxazol-4-yl)-benzimidazol-1-yl)-methyl]-2-(1H-tetrazol-5-yl)-biphenyl). Reaction SMILES: [CH2:1]([C:4]1[N:8]([CH2:9][C:10]2[CH:15]=[CH:14][C:13]([C:16]3[CH:21]=[CH:20][CH:19]=[CH:18][C:17]=3[C:22]3[N:23]=[N:24][N:25](C(C4C=CC=CC=4)(C4C=CC=CC=4)C4C=CC=CC=4)[N:26]=3)=[CH:12][CH:11]=2)[C:7]2[CH:46]=[C:47]([C:51]3[N:52]=[C:53]([CH3:56])[O:54][CH:55]=3)[CH:48]=[C:49]([CH3:50])[C:6]=2[N:5]=1)[CH2:2][CH3:3].[N-]=[N+]=[N-].[Na+]>CN(C)C=O>[CH2:1]([C:4]1[N:8]([CH2:9][C:10]2[CH:15]=[CH:14][C:13]([C:16]3[CH:21]=[CH:20][CH:19]=[CH:18][C:17]=3[C:22]3[NH:23][N:24]=[N:25][N:26]=3)=[CH:12][CH:11]=2)[C:7]2[CH:46]=[C:47]([C:51]3[N:52]=[C:53]([CH3:56])[O:54][CH:55]=3)[CH:48]=[C:49]([CH3:50])[C:6]=2[N:5]=1)[CH2:2][CH3:3] |f:1.2|. Reported procedure: Prepared analogously to Example 103 from 4'-[(2-n-propyl-4-methyl-6-(2-methyl-oxazol-4-yl)-benzimidazol-1-yl)-methyl]-2-(2-triphenylmethyl-tetrazol-5-yl)-biphenyl and sodium azide in dimethylformamide.